From a dataset of the Open Reaction Database (ORD), a public repository of structured organic reaction records. describe an organic reaction: reactants, conditions, products, and yield Starting materials: O1COC2=C1C=CC(=C2)C(C(C(=O)OCC)[N+](=O)[O-])C2=CC1=C(OCO1)C=C2 (3.3-Bis-benzo [1.3]dioxol-5-yl-2-nitropropionic acid, ethyl ester), [H][H] (hydrogen). The reagents and catalysts are CO (methanol), [Pd] (palladium-on-carbon). The solvent is C(C)(=O)OCC (ethyl acetate). The product is NC(C(=O)OCC)C(C1=CC2=C(OCO2)C=C1)C1=CC2=C(OCO2)C=C1 (2-Amino-3,3 -bis-benzo [1,3]dioxol-5-yl-propionic acid, ethyl ester). Isolated yield 67.1%. Reaction SMILES: [O:1]1[C:5]2[CH:6]=[CH:7][C:8]([CH:10]([C:20]3[CH:28]=[CH:27][C:23]4[O:24][CH2:25][O:26][C:22]=4[CH:21]=3)[CH:11]([N+:17]([O-])=O)[C:12]([O:14][CH2:15][CH3:16])=[O:13])=[CH:9][C:4]=2[O:3][CH2:2]1.[H][H]>C(OCC)(=O)C.CO.[Pd]>[NH2:17][CH:11]([CH:10]([C:8]1[CH:7]=[CH:6][C:5]2[O:1][CH2:2][O:3][C:4]=2[CH:9]=1)[C:20]1[CH:28]=[CH:27][C:23]2[O:24][CH2:25][O:26][C:22]=2[CH:21]=1)[C:12]([O:14][CH2:15][CH3:16])=[O:13]. Procedure details: The nitro compound of Example 18 (2.1 g, 5.42 mmol) is dissolved in 50 mL of ethyl acetate aided by a few drops of methanol. A catalytic amount of 20% palladium-on-carbon is added and the reaction mixture is stirred under one atmosphere of hydrogen at room temperature for 2 hours. The catalyst is removed by filtration through Celite and washed with ethyl acetate. The solvent is evaporated to provide 1.3 g (67%) of product as a thick oil;